Dataset: the Open Reaction Database (ORD), a public repository of structured organic reaction records. Task: describe an organic reaction: reactants, conditions, products, and yield Reactants: intermediate B, N1(CCCCC1)C1(CCC1)C#N (1-piperidin-1-yl-cyclobutanecarbonitrile), N1(CCCCC1)C1(CCC1)C#N (1-piperidin-1-yl-cyclobutanecarbonitrile), C1(=CC=CC=C1)[Li] (phenyllithium). The product is C1(=CC=CC=C1)C(C1(CCC1)N1CCCCC1)N (C-Phenyl-C-(1-piperidin-1-yl-cyclobutyl)-methylamine). Procedure: The title compound, light yellow liquid, MS: m/e=245.3 [(M+H)+], was prepared in accordance with the general method of intermediate B from 1-piperidin-1-yl-cyclobutanecarbonitrile (intermediate O) and phenyllithium. RXN SMILES: [N:1]1([C:7]2([C:11]#[N:12])[CH2:10][CH2:9][CH2:8]2)[CH2:6][CH2:5][CH2:4][CH2:3][CH2:2]1.[C:13]1([Li])[CH:18]=[CH:17][CH:16]=[CH:15][CH:14]=1>>[C:13]1([CH:11]([NH2:12])[C:7]2([N:1]3[CH2:6][CH2:5][CH2:4][CH2:3][CH2:2]3)[CH2:8][CH2:9][CH2:10]2)[CH:18]=[CH:17][CH:16]=[CH:15][CH:14]=1. Reactants: C1(CCCCC1)C(=O)C1=CC=CC=C1 (cyclohexyl(phenyl)methanone), CO[C@@]1(CN2CCC1CC2)C#C ((3R)-3-ethynyl-1-azabicyclo[2.2.2]oct-3-yl methyl ether). Yields the product C1(CCCCC1)C(C#C[C@]1(CN2CCC1CC2)OC)(O)C2=CC=CC=C2 (1-cyclohexyl-3-[(3R)-3-methoxy-1-azabicyclo[2.2.2]oct-3-yl]-1-phenyl-2-propyn-1-ol). Reaction SMILES: [CH:1]1([C:7]([C:9]2[CH:14]=[CH:13][CH:12]=[CH:11][CH:10]=2)=[O:8])[CH2:6][CH2:5][CH2:4][CH2:3][CH2:2]1.[CH3:15][O:16][C@@:17]1([C:25]#[CH:26])[CH:22]2[CH2:23][CH2:24][N:19]([CH2:20][CH2:21]2)[CH2:18]1>>[CH:9]1([C:7]([C:1]2[CH:2]=[CH:3][CH:4]=[CH:5][CH:6]=2)([OH:8])[C:26]#[C:25][C@:17]2([O:16][CH3:15])[CH:22]3[CH2:23][CH2:24][N:19]([CH2:20][CH2:21]3)[CH2:18]2)[CH2:10][CH2:11][CH2:12][CH2:13][CH2:14]1. Procedure details: 1-cyclohexyl-3-[(3R)-3-methoxy-1-azabicyclo[2.2.2]oct-3-yl]-1-phenyl-2-propyn-1-ol 201 was prepared as described in 4.1 (method 1) using cyclohexyl(phenyl)methanone and (3R)-3-ethynyl-1-azabicyclo[2.2.2]oct-3-yl methyl ether 53. Reactants: C(CCCCCCCC)=C1C(N(C(S1)=O)CCCCSC1=CC=CC=2N1C=CN2)=O (5-nonylidene-3-[4-(imidazo[1,2-a]pyridin-5-ylthio)butyl]thiazolidine-2,4-dione), Cl (hydrochloric acid). The solvent is CO (methanol). Product: Cl.C(CCCCCCCC)=C1C(N(C(S1)=O)CCCCSC1=CC=CC=2N1C=CN2)=O (5-nonylidene-3-[4-(imidazo[1,2-a]pyridin-5-ylthio)butyl]thiazolidine-2,4-dione hydrochloride). Reaction SMILES: [CH:1](=[C:10]1[S:14][C:13](=[O:15])[N:12]([CH2:16][CH2:17][CH2:18][CH2:19][S:20][C:21]2[N:26]3[CH:27]=[CH:28][N:29]=[C:25]3[CH:24]=[CH:23][CH:22]=2)[C:11]1=[O:30])[CH2:2][CH2:3][CH2:4][CH2:5][CH2:6][CH2:7][CH2:8][CH3:9].[ClH:31]>CO>[ClH:31].[CH:1](=[C:10]1[S:14][C:13](=[O:15])[N:12]([CH2:16][CH2:17][CH2:18][CH2:19][S:20][C:21]2[N:26]3[CH:27]=[CH:28][N:29]=[C:25]3[CH:24]=[CH:23][CH:22]=2)[C:11]1=[O:30])[CH2:2][CH2:3][CH2:4][CH2:5][CH2:6][CH2:7][CH2:8][CH3:9] |f:3.4|. Procedure details: To a solution of 1.96 g (4.40 mmol) of 5-nonylidene-3-[4-(imidazo[1,2-a]pyridin-5-ylthio)butyl]thiazolidine-2,4-dione in 30 ml of methanol, 0.42 ml of concentrated hydrochloric acid was added. After the solvent was distilled off, the residue was washed with diethyl ether to yield 2.01 g (94.8%, yellow-orange oily substance) of the desired product. Procedure: The titled compound was prepared as the hydrochloride salt according to Method CB using the product of Example 44B (79 mg, 0.5 mmol) and 1-ethynyl-3-methylbenzene (Aldrich, 58 mg, 0.5 mmol). 1H NMR (300 MHz, DMSO-d6) δ 2.42 (s, 3H), 7.39 (d, J=7.8 Hz, 1H), 7.49 (t, J=7.8 Hz, 1H), 7.67-7.79 (m, 3H), 9.33 (s, 2 H), 9.35 (s, 1H) ppm; MS (DCI/NH3) m/z 238 (M+H)+. The product is N1=CN=CC(=C1)C1=NOC(=C1)C=1C=C(C=CC1)C (3-(Pyrimidin-5-yl)-5-m-tolylisoxazole). Reaction SMILES: [OH:1][N:2]=[C:3](Cl)[C:4]1[CH:5]=[N:6][CH:7]=[N:8][CH:9]=1.[C:11]([C:13]1[CH:18]=[CH:17][CH:16]=[C:15]([CH3:19])[CH:14]=1)#[CH:12].N>>[N:6]1[CH:5]=[C:4]([C:3]2[CH:12]=[C:11]([C:13]3[CH:14]=[C:15]([CH3:19])[CH:16]=[CH:17][CH:18]=3)[O:1][N:2]=2)[CH:9]=[N:8][CH:7]=1. The reactants are hydrochloride salt, N (NH3), ON=C(C=1C=NC=NC1)Cl (N-Hydroxypyrimidine-5-carbimidoyl chloride), C(#C)C1=CC(=CC=C1)C (1-ethynyl-3-methylbenzene). The reactants are solution, B(Br)(Br)Br (boron tribromide), C(C)OC(=O)C1=C(N=C(S1)OCCCC1=CC(=CC=C1)OC)C (2-[3-(3-Methoxy-phenyl)-propoxy]-4-methyl-thiazole-5-carboxylic acid ethyl ester). Solvent: ClCCl (dichloromethane), C(Cl)Cl (Methylene chloride). Product: C(C)OC(=O)C1=C(N=C(S1)OCCCC1=CC(=CC=C1)O)C (2-[3-(3-Hydroxy-phenyl)-propoxy]-4-methyl-thiazole-5-carboxylic acid ethyl ester). Isolated yield 78.4%. As a reaction SMILES: [CH2:1]([O:3][C:4]([C:6]1[S:10][C:9]([O:11][CH2:12][CH2:13][CH2:14][C:15]2[CH:20]=[CH:19][CH:18]=[C:17]([O:21]C)[CH:16]=2)=[N:8][C:7]=1[CH3:23])=[O:5])[CH3:2].B(Br)(Br)Br>C(Cl)Cl>[CH2:1]([O:3][C:4]([C:6]1[S:10][C:9]([O:11][CH2:12][CH2:13][CH2:14][C:15]2[CH:20]=[CH:19][CH:18]=[C:17]([OH:21])[CH:16]=2)=[N:8][C:7]=1[CH3:23])=[O:5])[CH3:2]. Procedure: To a stirred and cooled solution of 2-[3-(3-Methoxy-phenyl)-propoxy]-4-methyl-thiazole-5-carboxylic acid ethyl ester (0.84 g, 2.5 mmol) in Methylene chloride (10 mL) at 0° C. was added 1M solution of boron tribromide in dichloromethane drop wise over a minute. The reaction was warmed gently to ambient temperature over 2 hrs. The resultant reaction is poured gently on ice water (25 mL) and extracted with Methylene chloride (3×75 mL). The organic layers are combined, washed with sodium bicarbonate...